Task: describe an organic reaction: reactants, conditions, products, and yield. Dataset: the Open Reaction Database (ORD), a public repository of structured organic reaction records The reactants are Teflon, ClC1=C(C(=O)O)C=CC(=C1C)Cl (2,4-dichloro-3-methylbenzoic acid), S(=O)(Cl)Cl (thionyl chloride). The product is ClC1=C(C(=O)Cl)C=CC(=C1C)Cl (2,4-dichloro-3-methylbenzoyl chloride). Reaction SMILES: [Cl:1][C:2]1[C:10]([CH3:11])=[C:9]([Cl:12])[CH:8]=[CH:7][C:3]=1[C:4](O)=[O:5].S(Cl)([Cl:15])=O>>[Cl:1][C:2]1[C:10]([CH3:11])=[C:9]([Cl:12])[CH:8]=[CH:7][C:3]=1[C:4]([Cl:15])=[O:5]. Reported procedure: A 500 ml. three-necked flat-bottomed flask equipped with a reflux condenser, a thermometer and a Teflon agitator inside was charged with 205 g (1.0 mole) of 2,4-dichloro-3-methylbenzoic acid and 300 g (2.5 moles) of thionyl chloride. With stirring, they were reacted at 80° C. for 2 hours. The reaction mixture was cooled to room temperature, and the excess of thionyl chloride was distilled off by a rotary evaporator. The residue was dried under reduced pressure to give crude 2,4-dichloro-3-methyl... Reactants: BrC=1C=C(C=NC1)CNS(=O)(=O)CC (ethanesulfonic acid (5-bromo-pyridin-3-ylmethyl)-amide), IC(C)C (2-iodopropane), [H-].[Na+] (NaH). Yields the product BrC=1C=C(C=NC1)CN(S(=O)(=O)CC)C(C)C (N-((5-Bromopyridin-3-yl)methyl)-N-isopropylethanesulfonamide). As a reaction SMILES: [Br:1][C:2]1[CH:3]=[C:4]([CH2:8][NH:9][S:10]([CH2:13][CH3:14])(=[O:12])=[O:11])[CH:5]=[N:6][CH:7]=1.I[CH:16]([CH3:18])[CH3:17].[H-].[Na+]>>[Br:1][C:2]1[CH:3]=[C:4]([CH2:8][N:9]([CH:16]([CH3:18])[CH3:17])[S:10]([CH2:13][CH3:14])(=[O:11])=[O:12])[CH:5]=[N:6][CH:7]=1 |f:2.3|. Reported procedure: In analogy to the procedure described for the preparation of intermediate A-42, ethanesulfonic acid (5-bromo-pyridin-3-ylmethyl)-amide (intermediate A-11) was reacted with 2-iodopropane in presence of NaH (60% in mineral oil) to give the title compound as white solid after purification by reverse phase HPLC on a Gemini-NX column. MS: 323.1 (M+H+).